From a dataset of the Open Reaction Database (ORD), a public repository of structured organic reaction records. describe an organic reaction: reactants, conditions, products, and yield The reactants are BrCC=1C=C2C=CC(N(C2=CC1)C)=O (6-bromomethyl-1-methyl-2-oxo-1,2-dihydroquinoline), [H][H] (hydrogen). The reagents and catalysts are O=[Pt]=O (Adam's catalyst). Product: N1CCCC2=CC=CC=C12 (1,2,3,4-tetrahydroquinoline). RXN SMILES: BrC[C:3]1[CH:4]=[C:5]2[C:10](=[CH:11][CH:12]=1)[N:9](C)[C:8](=O)[CH:7]=[CH:6]2.[H][H]>O=[Pt]=O>[NH:9]1[C:10]2[C:5](=[CH:4][CH:3]=[CH:12][CH:11]=2)[CH2:6][CH2:7][CH2:8]1. Procedure details: The alkylation step was carried out using 6-bromomethyl-1-methyl-2-oxo-1,2-dihydroquinoline, as in Example 1, and the intermediate was reduced with hydrogen over an Adam's catalyst to give 1,2,3,4-tetrahydroquinoline intermediate which was then deprotected as in Example 13. This provided the title compound as a white solid. Starting materials: [N-]=[N+]=[N-].[Na+] (Sodium azide), FC(C(=O)O)(F)F (trifluoroacetic acid), COC=1C=C(C=CC1N1N=C(N=C1)C)NC=1SC2=C(N1)C(CCC2)(O)C2=CC=CC=C2 (2-(3-methoxy-4-(3-methyl-1H-1,2,4-triazol-1-yl)phenylamino)-4-phenyl-4,5,6,7-tetrahydrobenzo[d]thiazol-4-ol), C(Cl)(Cl)Cl (chloroform), C(Cl)(Cl)Cl (chloroform). Run at time 4 hour. The product is N(=[N+]=[N-])C1(CCCC2=C1N=C(S2)NC2=CC(=C(C=C2)N2C=NC(=C2)Cl)OC)C2=CC=CC=C2 (4-azido-N-(4-(4-chloro-1H-imidazol-1-yl)-3-methoxyphenyl)-4-phenyl-4,5,6,7-tetrahydrobenzo[d]thiazol-2-amine). Isolated yield 57.0%. RXN SMILES: [N-:1]=[N+:2]=[N-:3].[Na+].FC(F)(F)C(O)=O.[CH3:12][O:13][C:14]1[CH:15]=[C:16]([NH:26][C:27]2[S:28][C:29]3[CH2:35][CH2:34][CH2:33][C:32]([C:37]4[CH:42]=[CH:41][CH:40]=[CH:39][CH:38]=4)(O)[C:30]=3[N:31]=2)[CH:17]=[CH:18][C:19]=1[N:20]1[CH:24]=[N:23][C:22]([CH3:25])=N1.C(Cl)(Cl)[Cl:44]>>[N:1]([C:32]1([C:37]2[CH:38]=[CH:39][CH:40]=[CH:41][CH:42]=2)[C:30]2[N:31]=[C:27]([NH:26][C:16]3[CH:17]=[CH:18][C:19]([N:20]4[CH:25]=[C:22]([Cl:44])[N:23]=[CH:24]4)=[C:14]([O:13][CH3:12])[CH:15]=3)[S:28][C:29]=2[CH2:35][CH2:34][CH2:33]1)=[N+:2]=[N-:3] |f:0.1|. Reported procedure: Sodium azide (4.5 mg, 0.069 mml) and trifluoroacetic acid were sequentially added to a solution of 2-(4-(4-chloro-1H-imidazol-1-yl)-3-methoxyphenylamino)-4-phenyl-4,5,6,7-tetrahydrobenzo[d]thiazol-4-ol (10 mg, 0.023 mmol, from example 81) in chloroform (0.1 mL). After stirring 4 h at rt, the reaction was diluted with chloroform and washed with saturated sodium bicarbonate solution. The organic layer was concentrated in vacuo to afford 4-azido-N-(4-(4-chloro-1H-imidazol-1-yl)-3-methoxyphenyl)-4-p... The reactants are BrCC1CC1, O=C([O-])[O-], [K+], [K+], CN(C)C=O, Cc1ccc(S(=O)(=O)NCCCN(CCCCNC=O)S(=O)(=O)c2ccc(C)cc2)cc1. Yields the product Cc1ccc(S(=O)(=O)N(CCCCNC=O)CCCN(CC2CC2)S(=O)(=O)c2ccc(C)cc2)cc1. RXN SMILES: [Br:39][CH2:40][CH:41]1[CH2:42][CH2:43]1.[C:33](=[O:34])([O-:35])[O-:36].[K+:37].[K+:38].[O:44]=[CH:45][N:46]([CH3:47])[CH3:48].[c:1]1([CH3:32])[cH:2][cH:3][c:4]([S:7](=[O:8])(=[O:9])[NH:10][CH2:11][CH2:12][CH2:13][N:14]([CH2:15][CH2:16][CH2:17][CH2:18][NH:19][CH:20]=[O:21])[S:22](=[O:23])(=[O:24])[c:25]2[cH:26][cH:27][c:28]([CH3:31])[cH:29][cH:30]2)[cH:5][cH:6]1>>[c:1]1([CH3:32])[cH:2][cH:3][c:4]([S:7](=[O:8])(=[O:9])[N:10]([CH2:11][CH2:12][CH2:13][N:14]([CH2:15][CH2:16][CH2:17][CH2:18][NH:19][CH:20]=[O:21])[S:22](=[O:23])(=[O:24])[c:25]2[cH:26][cH:27][c:28]([CH3:31])[cH:29][cH:30]2)[CH2:40][CH:41]2[CH2:42][CH2:43]2)[cH:5][cH:6]1. The reactants are C1(=CC=CC=C1)CCC(=O)O (3-phenyl-propanoic acid), BrC1C(OCC1)=O (3-bromo-dihydrofuran-2(3H)-one), C([O-])([O-])=O.[K+].[K+] (potassium carbonate), CC(=O)C (acetone). Solvent: C(C)(=O)OCC (ethyl acetate), O (water). The product is C1(=CC=CC=C1)CCC(=O)OC1C(OCC1)=O (tetrahydro-2-oxofuran-3-yl 3-phenylpropanoate). Reaction SMILES: [C:1]1([CH2:7][CH2:8][C:9]([OH:11])=[O:10])[CH:6]=[CH:5][CH:4]=[CH:3][CH:2]=1.Br[CH:13]1[CH2:17][CH2:16][O:15][C:14]1=[O:18].C(=O)([O-])[O-].[K+].[K+].CC(C)=O>C(OCC)(=O)C.O>[C:1]1([CH2:7][CH2:8][C:9]([O:11][CH:13]2[CH2:17][CH2:16][O:15][C:14]2=[O:18])=[O:10])[CH:6]=[CH:5][CH:4]=[CH:3][CH:2]=1 |f:2.3.4|. Procedure details: A mixture comprising 13.65 g (90.9 mmol) of 3-phenyl-propanoic acid, 15.0 g (90.9 mmol) of 3-bromo-dihydrofuran-2(3H)-one, 37.7 g of potassium carbonate, and 150 ml of acetone was refluxed under nitrogen current for 9 hours. To the reaction mixture were added 200 ml of water and 400 ml of ethyl acetate, the organic layer was washed with water, a saturated sodium hydrogencarbonate aqueous solution, a saturated sodium chloride aqueous solution, and water in the order, and the organic layer was dri...